Dataset: the Open Reaction Database (ORD), a public repository of structured organic reaction records. Task: describe an organic reaction: reactants, conditions, products, and yield Reactants: CN1CCN=C1c1ccc(NC(=O)C(CC(=O)OCc2ccccc2)NC(=O)Nc2ccc(Cl)cc2)cc1, CO, [Na+], [OH-]. The product is CN1CCN=C1c1ccc(NC(=O)C(CC(=O)O)NC(=O)Nc2ccc(Cl)cc2)cc1. Reaction SMILES: [CH3:1][N:2]1[C:3]([c:7]2[cH:8][cH:9][c:10]([NH:13][C:14]([CH:15]([NH:16][C:17](=[O:18])[NH:19][c:20]3[cH:21][cH:22][c:23]([Cl:26])[cH:24][cH:25]3)[CH2:27][C:28](=[O:29])[O:30][CH2:31][c:32]3[cH:33][cH:34][cH:35][cH:36][cH:37]3)=[O:38])[cH:11][cH:12]2)=[N:4][CH2:5][CH2:6]1.[CH3:41][OH:42].[Na+:40].[OH-:39]>>[CH3:1][N:2]1[C:3]([c:7]2[cH:8][cH:9][c:10]([NH:13][C:14]([CH:15]([NH:16][C:17](=[O:18])[NH:19][c:20]3[cH:21][cH:22][c:23]([Cl:26])[cH:24][cH:25]3)[CH2:27][C:28](=[O:29])[OH:30])=[O:38])[cH:11][cH:12]2)=[N:4][CH2:5][CH2:6]1.